This data is from the Open Reaction Database (ORD), a public repository of structured organic reaction records. The task is: describe an organic reaction: reactants, conditions, products, and yield Reported procedure: This compound was prepared using the procedure described in Example 27 Step c) with cyclopentylmethyl iodide used instead of neopentyl iodide and 3-(2-fluorophenyl)-7-iodo-6-(2-methyl-2H-1,2,4-triazol-3-ylmethoxy)-1,2,4-triazolo[4,3-b]pyridazine used instead of 7-bromo-3-(2-fluorophenyl)-6-(2-methyl-2H-1,2,4-triazol-3-ylmethoxy)-1,2,4-triazolo[4,3-b]pyridazine. Data for the title compound: m.p. 135-137° C.; 1H NMR (360 MHz, CDCl3) δ1.18-1.28 (2H, m), 1.36-1.74 (4H, m), 1.76-1.86 (2H, m), 2.16-2.... Reactants: C1(CCCC1)CI (cyclopentylmethyl iodide), FC1=C(C=CC=C1)C1=NN=C2N1N=C(C(=C2)I)OCC=2N(N=CN2)C (3-(2-fluorophenyl)-7-iodo-6-(2-methyl-2H-1,2,4-triazol-3-ylmethoxy)-1,2,4-triazolo[4,3-b]pyridazine). The product is C1(CCCC1)CC1=CC=2N(N=C1OCC=1N(N=CN1)C)C(=NN2)C2=C(C=CC=C2)F (7-Cyclopentylmethyl-3-(2-fluorophenyl)-6-(2-methyl-2H-1,2,4-triazol-3-ylmethoxy)-1,2,4-triazolo[4,3-b]pyridazine). RXN SMILES: [CH:1]1([CH2:6]I)[CH2:5][CH2:4][CH2:3][CH2:2]1.[F:8][C:9]1[CH:14]=[CH:13][CH:12]=[CH:11][C:10]=1[C:15]1[N:19]2[N:20]=[C:21]([O:25][CH2:26][C:27]3[N:28]([CH3:32])[N:29]=[CH:30][N:31]=3)[C:22](I)=[CH:23][C:18]2=[N:17][N:16]=1>>[CH:1]1([CH2:6][C:22]2[C:21]([O:25][CH2:26][C:27]3[N:28]([CH3:32])[N:29]=[CH:30][N:31]=3)=[N:20][N:19]3[C:15]([C:10]4[CH:11]=[CH:12][CH:13]=[CH:14][C:9]=4[F:8])=[N:16][N:17]=[C:18]3[CH:23]=2)[CH2:5][CH2:4][CH2:3][CH2:2]1. Reactants: CC1=C2CC[C@H]3[C@@H]4CC[C@@H]([C@]4(CC[C@@H]3[C@]2(CCC1=O)C)C)O (4-methyltestosterone), OO (H2O2), [Na+].[Cl-] (NaCl), [O-]S(=O)[O-].[Na+].[Na+] (Na2SO3). Run in CO (MeOH), [OH-].[Na+] (NaOH), O (water). Reaction conditions: time 8 hour. Yields the product C[C@]12[C@@]3(CC[C@H]4[C@@H]5CC[C@@H]([C@@]5(C)CC[C@@H]4[C@]3(CCC1=O)C)O)O2 (4β-methyl-4α,5α-epoxy-17β-hydroxyandrostan-3-one). Isolated yield 25.0%. RXN SMILES: [CH3:1][C:2]1[C:18](=[O:19])[CH2:17][CH2:16][C@@:15]2([CH3:20])[C:3]=1[CH2:4][CH2:5][C@@H:6]1[C@@H:14]2[CH2:13][CH2:12][C@@:11]2([CH3:21])[C@H:7]1[CH2:8][CH2:9][C@@H:10]2[OH:22].OO.[O-:25]S([O-])=O.[Na+].[Na+].[Na+].[Cl-]>CO.[OH-].[Na+].O>[CH3:1][C@:2]12[O:25][C@:3]31[C@:15]([CH3:20])([CH2:16][CH2:17][C:18]2=[O:19])[C@@H:14]1[C@H:6]([C@H:7]2[C@@:11]([CH2:12][CH2:13]1)([CH3:21])[C@@H:10]([OH:22])[CH2:9][CH2:8]2)[CH2:5][CH2:4]3 |f:2.3.4,5.6,8.9|. Procedure: To a stirred solution of 4-methyltestosterone (500 mg) in MeOH (60 ml) and NaOH 4N (2 ml) at 0° C., 30-32 wt. % H2O2 solution in water (2.0 ml) was added. The suspension was stirred at RT overnight. 10% aqueous Na2SO3 solution (5 ml) was cautiously added dropwise at 0° C. The mixture was saturated with NaCl and extracted three times with EtOAc. The combined organic extracts were dried over Na2SO4, filtered and evaporated to dryness. The crude product was purified by flash chromatography (SiO2, t...